Dataset: the Open Reaction Database (ORD), a public repository of structured organic reaction records. Task: describe an organic reaction: reactants, conditions, products, and yield Reactants: C(C)OC(=O)C=1OC2=C(C1C)C(=CC=C2)OCCCNC2CCN(CC2)CC2=CC=CC=C2 (4-(3-(1-benzyl-piperidin-4-ylamino)-propoxy)-3-methyl-benzofuran-2-carboxylic acid ethyl ester), C(C)(=O)O (acetic acid), [H][H] (hydrogen). Reagents/catalysts: [Pd] (Pd on charcoal). Solvent: C(C)(=O)OCC (ethyl acetate). Conditions: time 8 hour. Product: C(C)OC(=O)C=1OC2=C(C1C)C(=CC=C2)OCCCNC2CCNCC2 (3-methyl-4-[3-(piperidin-4-ylamino)-propoxy]-benzofuran-2-carboxylic acid ethyl ester). As a reaction SMILES: [CH2:1]([O:3][C:4]([C:6]1[O:7][C:8]2[CH:15]=[CH:14][CH:13]=[C:12]([O:16][CH2:17][CH2:18][CH2:19][NH:20][CH:21]3[CH2:26][CH2:25][N:24](CC4C=CC=CC=4)[CH2:23][CH2:22]3)[C:9]=2[C:10]=1[CH3:11])=[O:5])[CH3:2].C(O)(=O)C.[H][H]>C(OCC)(=O)C.[Pd]>[CH2:1]([O:3][C:4]([C:6]1[O:7][C:8]2[CH:15]=[CH:14][CH:13]=[C:12]([O:16][CH2:17][CH2:18][CH2:19][NH:20][CH:21]3[CH2:26][CH2:25][NH:24][CH2:23][CH2:22]3)[C:9]=2[C:10]=1[CH3:11])=[O:5])[CH3:2]. Procedure: To a solution of 4-(3-(1-benzyl-piperidin-4-ylamino)-propoxy)-3-methyl-benzofuran-2-carboxylic acid ethyl ester (the compound in Example 100, 100 mg) and acetic acid (2 ml) in ethyl acetate (6 ml) was added 10% Pd on charcoal catalyst (20 mg) under N2. The nitrogen atmosphere was replaced by hydrogen (1 atom) and the resulting mixture was stirred overnight at room temperature. The reaction mixture was filtered through a pad of celite and the pad of celite was rinsed with methanol and dichloromet... The reactants are COC1=NC(=NC(=C1)OC)CC(=O)OC (methyl (4,6-dimethoxypyrimidin-2-yl)acetate), [OH-].[Na+] (sodium hydroxide). Solvent: O (water). The product is COC1=NC(=NC(=C1)OC)CC(=O)O ((4,6-Dimethoxypyrimidin-2-yl)acetic acid). RXN SMILES: [CH3:1][O:2][C:3]1[CH:8]=[C:7]([O:9][CH3:10])[N:6]=[C:5]([CH2:11][C:12]([O:14]C)=[O:13])[N:4]=1.[OH-].[Na+]>O>[CH3:10][O:9][C:7]1[CH:8]=[C:3]([O:2][CH3:1])[N:4]=[C:5]([CH2:11][C:12]([OH:14])=[O:13])[N:6]=1 |f:1.2|. Procedure: 20 g of methyl (4,6-dimethoxypyrimidin-2-yl)acetate are stirred for 2 hours at 50° C. with 3.9 g of sodium hydroxide in 300 ml of water. The mixture is cooled to room temperature and extracted three times using diethyl ether, and the aqueous phase is acidified to pH 2 using 2 N hydrochloric acid and extracted four times using 150 ml portions of ethyl acetate. The organic phase is dried over sodium sulfate, the solvent is distilled off, and the residue is dried in vacuo. This gives 13.1 g of (4,6... The yield is 45.7%. As a reaction SMILES: [C:1]1([P:7]([C:14]2[CH:19]=[CH:18][CH:17]=[CH:16][CH:15]=2)[C:8]2[CH:13]=[CH:12][CH:11]=[CH:10][CH:9]=2)[CH:6]=[CH:5][CH:4]=[CH:3][CH:2]=1.[CH2:20]([Br:36])[CH2:21][CH2:22][CH2:23][CH2:24][CH2:25][CH2:26][CH2:27][CH2:28][CH2:29][CH2:30][CH2:31][CH2:32][CH2:33][CH2:34][CH3:35]>>[Br-:36].[CH2:35]([P+:7]([C:1]1[CH:2]=[CH:3][CH:4]=[CH:5][CH:6]=1)([C:8]1[CH:13]=[CH:12][CH:11]=[CH:10][CH:9]=1)[C:14]1[CH:15]=[CH:16][CH:17]=[CH:18][CH:19]=1)[CH2:34][CH2:33][CH2:32][CH2:31][CH2:30][CH2:29][CH2:28][CH2:27][CH2:26][CH2:25][CH2:24][CH2:23][CH2:22][CH2:21][CH3:20] |f:2.3|. The product is [Br-].C(CCCCCCCCCCCCCCC)[P+](C1=CC=CC=C1)(C1=CC=CC=C1)C1=CC=CC=C1 (hexadecyltriphenylphosphonium bromide). Procedure details: In a 100 ml flask equipped with a stirrer, a condenser and a calcium chloride dryer tube were charged 8.6 g of triphenylphosphine and 10 g of n-hexadecyl bromide, and under nitrogen atmosphere, the mixture was heated at 180° C. for 10 hours on an oil bath. After cooling the reaction mixture to room temperature, precipitated solid material was pulverized in acetone and collected by filtration under reduced pressure. The resulting crystals were washed with acetone to obtain 8.5 g of the title comp... Reactants: C1(=CC=CC=C1)P(C1=CC=CC=C1)C1=CC=CC=C1 (triphenylphosphine), C(CCCCCCCCCCCCCCC)Br (n-hexadecyl bromide). Reaction conditions: temperature 180 celsius. The reactants are CN(C)C=O, O=[N+]([O-])c1ccc(O)c(Cl)c1, FC(F)=C(F)F, [K+], [OH-], O. Product: O=[N+]([O-])c1ccc(OC(F)(F)C(F)F)c(Cl)c1. RXN SMILES: [CH3:21][N:22]([CH3:23])[CH:24]=[O:25].[Cl:1][c:2]1[c:3]([OH:11])[cH:4][cH:5][c:6]([N+:8](=[O:9])[O-:10])[cH:7]1.[F:14][C:15](=[C:16]([F:17])[F:18])[F:19].[K+:13].[OH-:12].[OH2:20]>>[Cl:1][c:2]1[c:3]([O:11][C:16]([CH:15]([F:14])[F:19])([F:17])[F:18])[cH:4][cH:5][c:6]([N+:8](=[O:9])[O-:10])[cH:7]1. The reactants are CC(=O)CC(=O)OCc1ccccc1, C1CCNCC1, O=Cc1ccccc1[N+](=O)[O-], c1ccccc1. Product: CC(=O)C(=Cc1ccccc1[N+](=O)[O-])C(=O)OCc1ccccc1. Reaction SMILES: [C:12]([CH2:13][C:14](=[O:15])[CH3:16])(=[O:17])[O:18][CH2:19][c:20]1[cH:21][cH:22][cH:23][cH:24][cH:25]1.[CH2:26]1[CH2:27][CH2:28][NH:29][CH2:30][CH2:31]1.[N+:1](=[O:2])([O-:3])[c:4]1[c:5]([CH:6]=[O:7])[cH:8][cH:9][cH:10][cH:11]1.[cH:32]1[cH:33][cH:34][cH:35][cH:36][cH:37]1>>[N+:1](=[O:2])([O-:3])[c:4]1[c:5]([CH:6]=[C:13]([C:12](=[O:17])[O:18][CH2:19][c:20]2[cH:21][cH:22][cH:23][cH:24][cH:25]2)[C:14](=[O:15])[CH3:16])[cH:8][cH:9][cH:10][cH:11]1.